This data is from the Open Reaction Database (ORD), a public repository of structured organic reaction records. The task is: describe an organic reaction: reactants, conditions, products, and yield As a reaction SMILES: [CH3:1][c:2]1[cH:3][c:4]([CH2:17][c:18]2[cH:19][cH:20][cH:21][cH:22][cH:23]2)[c:5]([N+:14]([O-:15])=[O:16])[c:6](=[O:13])[n:7]1[CH2:8][C:9](=[O:10])[O:11][CH3:12].[CH3:24][OH:25]>>[CH3:1][c:2]1[cH:3][c:4]([CH2:17][c:18]2[cH:19][cH:20][cH:21][cH:22][cH:23]2)[c:5]([NH2:14])[c:6](=[O:13])[n:7]1[CH2:8][C:9](=[O:10])[O:11][CH3:12]. The product is COC(=O)Cn1c(C)cc(Cc2ccccc2)c(N)c1=O. Reactants: COC(=O)Cn1c(C)cc(Cc2ccccc2)c([N+](=O)[O-])c1=O, CO. Reactants: COC(CC=1C=C(C(=CC1)OC)C1=C(C=C(C=C1)C(F)(F)F)CNCC)=O ((2′-ethylaminomethyl-6-methoxy-4′-trifluoromethyl-biphenyl-3-yl)-acetic acid methyl ester), BrC1=C(C=CC=C1)N=C=O (2-bromophenyl isocyanate). Product: COC(CC=1C=C(C(=CC1)OC)C1=C(C=C(C=C1)C(F)(F)F)CN(C(=O)NC1=C(C=CC=C1)Br)CC)=O ({2′-[3-(2-Bromo-phenyl)-1-ethyl-ureidomethyl]-6-methoxy-4′-trifluoromethyl-biphenyl-3-yl}-acetic acid methyl ester). Reaction SMILES: [CH3:1][O:2][C:3](=[O:27])[CH2:4][C:5]1[CH:6]=[C:7]([C:13]2[CH:18]=[CH:17][C:16]([C:19]([F:22])([F:21])[F:20])=[CH:15][C:14]=2[CH2:23][NH:24][CH2:25][CH3:26])[C:8]([O:11][CH3:12])=[CH:9][CH:10]=1.[Br:28][C:29]1[CH:34]=[CH:33][CH:32]=[CH:31][C:30]=1[N:35]=[C:36]=[O:37]>>[CH3:1][O:2][C:3](=[O:27])[CH2:4][C:5]1[CH:6]=[C:7]([C:13]2[CH:18]=[CH:17][C:16]([C:19]([F:21])([F:20])[F:22])=[CH:15][C:14]=2[CH2:23][N:24]([CH2:25][CH3:26])[C:36]([NH:35][C:30]2[CH:31]=[CH:32][CH:33]=[CH:34][C:29]=2[Br:28])=[O:37])[C:8]([O:11][CH3:12])=[CH:9][CH:10]=1. Procedure: Prepared according to the procedure described in Example 41, Step 5, using the following starting materials: (2′-ethylaminomethyl-6-methoxy-4′-trifluoromethyl-biphenyl-3-yl)-acetic acid methyl ester and 2-bromophenyl isocyanate. The reagents and catalysts are C=1C=CC(=CC1)/C=C/C(=O)/C=C/C2=CC=CC=C2.C=1C=CC(=CC1)/C=C/C(=O)/C=C/C2=CC=CC=C2.C=1C=CC(=CC1)/C=C/C(=O)/C=C/C2=CC=CC=C2.[Pd].[Pd] (tris(dibenzylideneacetone)-dipalladium(0)). Procedure: N-(3-(2-Chloro-5-(phenylamino)pyrimidin-4-yl)phenyl)acrylamide (30 mg, 0.086 mmol), 4-morpholinoaniline (15.24 mg, 0.086 mmol) and Cs2CO3 (33.4 mg, 0.103 mmol) were dissolved in toluene (4.5 mL) in a sealable microwave compatible reaction tube, then tris(dibenzylideneacetone)-dipalladium(0) (Pd2(dba)3; 1.566 mg, 1.710 μmol) and 4,5-bis(diphenylphosphino)-9,9-dimethylxanthene (1.979 mg, 3.42 μmol) were added. The reaction tube was sealed and the reaction was heated under microwave irradiation (30... Product: O1CCN(CC1)C1=CC=C(C=C1)NC1=NC=C(C(=N1)C=1C=C(C=CC1)NC(C=C)=O)NC1=CC=CC=C1 (N-(3-(2-((4-morpholinophenyl)amino)-5-(phenylamino)pyrimidin-4-yl)phenyl)acrylamide). As a reaction SMILES: Cl[C:2]1[N:7]=[C:6]([C:8]2[CH:9]=[C:10]([NH:14][C:15](=[O:18])[CH:16]=[CH2:17])[CH:11]=[CH:12][CH:13]=2)[C:5]([NH:19][C:20]2[CH:25]=[CH:24][CH:23]=[CH:22][CH:21]=2)=[CH:4][N:3]=1.[O:26]1[CH2:31][CH2:30][N:29]([C:32]2[CH:38]=[CH:37][C:35]([NH2:36])=[CH:34][CH:33]=2)[CH2:28][CH2:27]1.C([O-])([O-])=O.[Cs+].[Cs+].C1(P(C2C=CC=CC=2)C2C3OC4C(=CC=CC=4P(C4C=CC=CC=4)C4C=CC=CC=4)C(C)(C)C=3C=CC=2)C=CC=CC=1>C1(C)C=CC=CC=1.C1C=CC(/C=C/C(/C=C/C2C=CC=CC=2)=O)=CC=1.C1C=CC(/C=C/C(/C=C/C2C=CC=CC=2)=O)=CC=1.C1C=CC(/C=C/C(/C=C/C2C=CC=CC=2)=O)=CC=1.[Pd].[Pd]>[O:26]1[CH2:27][CH2:28][N:29]([C:32]2[CH:33]=[CH:34][C:35]([NH:36][C:2]3[N:7]=[C:6]([C:8]4[CH:9]=[C:10]([NH:14][C:15](=[O:18])[CH:16]=[CH2:17])[CH:11]=[CH:12][CH:13]=4)[C:5]([NH:19][C:20]4[CH:25]=[CH:24][CH:23]=[CH:22][CH:21]=4)=[CH:4][N:3]=3)=[CH:37][CH:38]=2)[CH2:30][CH2:31]1 |f:2.3.4,7.8.9.10.11|. Starting materials: C1(=CC=CC=C1)P(C1=CC=CC=2C(C3=CC=CC(=C3OC12)P(C1=CC=CC=C1)C1=CC=CC=C1)(C)C)C1=CC=CC=C1 (4,5-bis(diphenylphosphino)-9,9-dimethylxanthene), ClC1=NC=C(C(=N1)C=1C=C(C=CC1)NC(C=C)=O)NC1=CC=CC=C1 (N-(3-(2-Chloro-5-(phenylamino)pyrimidin-4-yl)phenyl)acrylamide), O1CCN(CC1)C1=CC=C(N)C=C1 (4-morpholinoaniline), C(=O)([O-])[O-].[Cs+].[Cs+] (Cs2CO3). Conditions: temperature 200 celsius. The solvent is C1(=CC=CC=C1)C (toluene). Starting materials: OC=1C=C(C(C(=O)OC)=CC1)O (methyl 4-hydroxysalicylate), BrC(CC)CC (3-bromopentane), [I-].[K+] (potassium iodide), C([O-])([O-])=O.[K+].[K+] (potassium carbonate). Run in C(C)C(=O)C (methyl ethyl ketone). The product is CCC(CC)OC=1C=C(C(C(=O)OC)=CC1)O (methyl 4-[pent-3-oxy]salicylate), liquid. Isolated yield 64.0%. Reaction SMILES: [OH:1][C:2]1[CH:3]=[C:4]([OH:12])[C:5](=[CH:10][CH:11]=1)[C:6]([O:8][CH3:9])=[O:7].Br[CH:14]([CH2:17][CH3:18])[CH2:15][CH3:16].[I-].[K+].C(=O)([O-])[O-].[K+].[K+]>C(C(C)=O)C>[CH3:16][CH2:15][CH:14]([O:1][C:2]1[CH:3]=[C:4]([OH:12])[C:5](=[CH:10][CH:11]=1)[C:6]([O:8][CH3:9])=[O:7])[CH2:17][CH3:18] |f:2.3,4.5.6|. Procedure: The methyl 4-[pent-3-oxy]salicylate used was prepared as follows. A mixture of methyl 4-hydroxysalicylate (74 g, 0.44 mole), 3-bromopentane (80 g, 0.53 mole), potassium iodide (20 g) and potassium carbonate (100 g) in methyl ethyl ketone (MEK, 500 mL) was heated at reflux for 65 hours. The cooled reaction mixture was then filtered and concentrated under reduced pressure. The resultant oily residue was stirred with dilute hydrochloric acid, then extracted into dichloromethane. The dichloromethane... Reactants: CC1(CC1)C(CN1N=CN=C1)=O (1-(1-Methylcyclopropyl)-2-(1,2,4-triazole-1-yl)ethane-1-one), ClC1=CC=C(C=O)C=C1 (4-chlorobenzaldehyde), C([O-])([O-])=O.[K+].[K+] (potassium carbonate). Solvent: C(C)(=O)OC(C)=O (acetic anhydride). Conditions: temperature 100 celsius. Product: ClC1=CC=C(C=C1)C=C(C(=O)C1(CC1)C)N1N=CN=C1 (3-(4-chlorophenyl)-1-(1-methylcyclopropyl)-2-(1,2,4-triazole-1-yl)-2-propene-1-one). As a reaction SMILES: [CH3:1][C:2]1([C:5](=[O:12])[CH2:6][N:7]2[CH:11]=[N:10][CH:9]=[N:8]2)[CH2:4][CH2:3]1.[Cl:13][C:14]1[CH:21]=[CH:20][C:17]([CH:18]=O)=[CH:16][CH:15]=1.C(=O)([O-])[O-].[K+].[K+]>C(OC(=O)C)(=O)C>[Cl:13][C:14]1[CH:21]=[CH:20][C:17]([CH:18]=[C:6]([N:7]2[CH:11]=[N:10][CH:9]=[N:8]2)[C:5]([C:2]2([CH3:1])[CH2:4][CH2:3]2)=[O:12])=[CH:16][CH:15]=1 |f:2.3.4|. Reported procedure: 1-(1-Methylcyclopropyl)-2-(1,2,4-triazole-1-yl)ethane-1-one (10 g, 0.06 mole), 4-chlorobenzaldehyde (9 g, 0.06 mole), anhydrous potassium carbonate (8 g, 0.06 mole) and acetic anhydride (100 ml) were mixed, and the mixture was heated to 100° C. for 6 hours with stirring. Precipitates in the reaction solution was removed by filtration, and the filtrate was concentrated under reduced pressure to obtain an oily product. The oily product was extracted with chloroform (300 ml), and the extract was wa... Reactants: ClC1=C(NS(=O)(=O)C2=CC=CC=C2)C=C(C(=C1)[N+](=O)[O-])Cl (2,5-dichloro-4-nitro-N-benzenesulphonylaniline), ice. Run in S(O)(O)(=O)=O (sulphuric acid). Reaction conditions: time 24 hour. Product: ClC1=C(N)C=C(C(=C1)[N+](=O)[O-])Cl (2,5-dichloro-4-nitroaniline). As a reaction SMILES: [Cl:1][C:2]1[CH:17]=[C:16]([N+:18]([O-:20])=[O:19])[C:15]([Cl:21])=[CH:14][C:3]=1[NH:4]S(C1C=CC=CC=1)(=O)=O>S(=O)(=O)(O)O>[Cl:1][C:2]1[CH:17]=[C:16]([N+:18]([O-:20])=[O:19])[C:15]([Cl:21])=[CH:14][C:3]=1[NH2:4]. Reported procedure: 0.44 mole (154 g) of 2,5-dichloro-4-nitro-N-benzenesulphonylaniline prepared in the previous stage is suspended in 600 ml of concentrated sulphuric acid. After 24 hours' stirring at ambient temperature the reaction mixture is poured onto 5 kg of ice. The expected product precipitates. After filtering, washing to neutrality and drying, it melts at 156° C. Reactants: O.NN (hydrazine monohydrate), C1(C=2C(C(N1C1=NC=CC=C1CN1CCCCC1)=O)=CC=CC2)=O (2-(Phthalimidyl)-3-(1-piperidinylmethyl)-pyridine), O.NN (hydrazine monohydrate). Run in CCO (EtOH). Reaction conditions: time 3 hour. Product: NC1=NC=CC=C1CN1CCCCC1 (2-Amino-3-(1-piperidinylmethyl)-pyridine). Reaction SMILES: C1(=O)[N:5]([C:6]2[C:11]([CH2:12][N:13]3[CH2:18][CH2:17][CH2:16][CH2:15][CH2:14]3)=[CH:10][CH:9]=[CH:8][N:7]=2)C(=O)C2=CC=CC=C12.O.NN>CCO>[NH2:5][C:6]1[C:11]([CH2:12][N:13]2[CH2:14][CH2:15][CH2:16][CH2:17][CH2:18]2)=[CH:10][CH:9]=[CH:8][N:7]=1 |f:1.2|. Reported procedure: 2-(Phthalimidyl)-3-(1-piperidinylmethyl)-pyridine (196 mg, 0.609 mmol) was dissolved in EtOH (95%, 2 mL) at 23° C., and treated with hydrazine monohydrate (0.0320 mL, 0.670 mmol) in a dropwise fashion. The resulting mixture was warmed to reflux and stirred for 3 h at reflux. The solution was treated with additional hydrazine monohydrate (0.150 mL, 3.050 mmol), and reflux continued. After 14 h at reflux, the mixture was cooled to RT, and concentrated using a rotary evaporator to a white paste. Th... The reactants are [OH-].[Na+] (sodium hydroxide), C1=C(C=CC2=CC=CC=C12)O (2-naphthol). Solvent: O (water), O (water). The product is C1=C(C=CC2=CC=CC=C12)[O-].[Na+] (sodium 2-naphtholate). RXN SMILES: [OH-].[Na+:2].[CH:3]1[C:12]2[C:7](=[CH:8][CH:9]=[CH:10][CH:11]=2)[CH:6]=[CH:5][C:4]=1[OH:13]>O>[CH:3]1[C:12]2[C:7](=[CH:8][CH:9]=[CH:10][CH:11]=2)[CH:6]=[CH:5][C:4]=1[O-:13].[Na+:2] |f:0.1,4.5|. Procedure details: A solution of sodium 2-naphtholate is prepared by mixing 210 ml. of water, 59.7 ml. of sodium hydroxide solution (24%), 41.0 g. (0.285 mole) of 2-naphthol. The mixture is stirred until the solid dissolves and then diluted with water to a volume of 567 ml. at 12°-15° C. Reactants: BrC1=C(C2=C(N=CN=C2Cl)S1)C1=CC=CC=C1 (6-bromo-4-chloro-5-phenyl-thieno[2,3-d]pyrimidine), C(C)(C)N(CC)C(C)C (diisopropylethylamine), N1(CCCC1)CCOCC1CCNCC1 (4-(2-pyrrolidin-1-ylethoxymethyl)piperidine). Solvent: C1CCOC1 (THF), O (water). Run at time 8 hour. Product: BrC1=C(C2=C(N=CN=C2N2CCC(CC2)COCCN2CCCC2)S1)C1=CC=CC=C1 (6-bromo-5-phenyl-4-[4-(2-pyrrolidin-1-ylethoxymethyl)-1-piperidyl]thieno[2,3-d]pyrimidine). Yield: 65.5%. Reaction SMILES: [Br:1][C:2]1[S:11][C:5]2[N:6]=[CH:7][N:8]=[C:9](Cl)[C:4]=2[C:3]=1[C:12]1[CH:17]=[CH:16][CH:15]=[CH:14][CH:13]=1.C(N(C(C)C)CC)(C)C.[N:27]1([CH2:32][CH2:33][O:34][CH2:35][CH:36]2[CH2:41][CH2:40][NH:39][CH2:38][CH2:37]2)[CH2:31][CH2:30][CH2:29][CH2:28]1>C1COCC1.O>[Br:1][C:2]1[S:11][C:5]2[N:6]=[CH:7][N:8]=[C:9]([N:39]3[CH2:40][CH2:41][CH:36]([CH2:35][O:34][CH2:33][CH2:32][N:27]4[CH2:31][CH2:30][CH2:29][CH2:28]4)[CH2:37][CH2:38]3)[C:4]=2[C:3]=1[C:12]1[CH:17]=[CH:16][CH:15]=[CH:14][CH:13]=1. Procedure details: To a stirred solution of 6-bromo-4-chloro-5-phenyl-thieno[2,3-d]pyrimidine (0.820 g, 2.52 mmol) in THF (50 mL), was added diisopropylethylamine (0.65 mL, 3.78 mmol) and 4-(2-pyrrolidin-1-ylethoxymethyl)piperidine (0.801 g, 3.78 mmol) in one portion, and the reaction left to stir at room temperature overnight. The reaction was diluted with water (50 mL) and extracted with ethyl acetate (3×50 mL). The reaction was dried over sodium sulphate, filtered and concentrated under reduced pressure. The cr...